This data is from the Open Reaction Database (ORD), a public repository of structured organic reaction records. The task is: describe an organic reaction: reactants, conditions, products, and yield Reactants: CO, CC(C)C1NC(=O)CC(C=CCCSC(c2ccccc2)(c2ccccc2)c2ccccc2)OC(=O)CNC(=O)C(C(C)C)NC(=O)C(CSC(c2ccccc2)(c2ccccc2)c2ccccc2)NC1=O, ClCCl. Product: CC(C)C1NC(=O)CC2C=CCCSSCC(NC1=O)C(=O)NC(C(C)C)C(=O)NCC(=O)O2. As a reaction SMILES: [CH3:76][OH:77].[CH:1]([CH3:2])([CH3:3])[CH:4]1[C:5](=[O:72])[NH:6][CH2:7][C:8](=[O:71])[O:9][CH:10]([CH:47]=[CH:48][CH2:49][CH2:50][S:51][C:52]([c:53]2[cH:54][cH:55][cH:56][cH:57][cH:58]2)([c:59]2[cH:60][cH:61][cH:62][cH:63][cH:64]2)[c:65]2[cH:66][cH:67][cH:68][cH:69][cH:70]2)[CH2:11][C:12](=[O:46])[NH:13][CH:14]([CH:43]([CH3:44])[CH3:45])[C:15](=[O:42])[NH:16][CH:17]([CH2:21][S:22][C:23]([c:24]2[cH:25][cH:26][cH:27][cH:28][cH:29]2)([c:30]2[cH:31][cH:32][cH:33][cH:34][cH:35]2)[c:36]2[cH:37][cH:38][cH:39][cH:40][cH:41]2)[C:18](=[O:20])[NH:19]1.[Cl:73][CH2:74][Cl:75]>>[CH:1]([CH3:2])([CH3:3])[CH:4]1[C:5](=[O:72])[NH:6][CH2:7][C:8](=[O:71])[O:9][CH:10]2[CH2:11][C:12](=[O:46])[NH:13][CH:14]([CH:43]([CH3:44])[CH3:45])[C:15](=[O:42])[NH:16][CH:17]([C:18](=[O:20])[NH:19]1)[CH2:21][S:22][S:51][CH2:50][CH2:49][CH:48]=[CH:47]2. Reactants: CCOC(=O)C(=O)N(Cc1ccc(C(=O)O)cc1)Cc1ccc(C(F)(F)F)cc1, CCCCc1oc2ccccc2c1CN, ClCCl, Cl, On1nnc2ccccc21. The product is CCCCc1oc2ccccc2c1CNC(=O)c1ccc(CN(Cc2ccc(C(F)(F)F)cc2)C(=O)C(=O)OCC)cc1. As a reaction SMILES: [CH2:1]([CH3:2])[O:3][C:4]([C:5](=[O:6])[N:7]([CH2:8][c:9]1[cH:10][cH:11][c:12]([C:15]([F:16])([F:17])[F:18])[cH:13][cH:14]1)[CH2:19][c:20]1[cH:21][cH:22][c:23]([C:24](=[O:25])[OH:26])[cH:27][cH:28]1)=[O:29].[CH2:31]([CH2:32][CH2:33][CH3:34])[c:35]1[o:36][c:37]2[c:38]([c:39]1[CH2:40][NH2:41])[cH:42][cH:43][cH:44][cH:45]2.[Cl:56][CH2:57][Cl:58].[ClH:30].[OH:46][n:47]1[c:48]2[c:49]([cH:50][cH:51][cH:52][cH:53]2)[n:54][n:55]1>>[CH2:1]([CH3:2])[O:3][C:4]([C:5](=[O:6])[N:7]([CH2:8][c:9]1[cH:10][cH:11][c:12]([C:15]([F:16])([F:17])[F:18])[cH:13][cH:14]1)[CH2:19][c:20]1[cH:21][cH:22][c:23]([C:24](=[O:26])[NH:41][CH2:40][c:39]2[c:35]([CH2:31][CH2:32][CH2:33][CH3:34])[o:36][c:37]3[c:38]2[cH:42][cH:43][cH:44][cH:45]3)[cH:27][cH:28]1)=[O:29]. The reactants are O=C1C(CCCC1)C#N (2-oxocyclohexanecarbonitrile), NC(=O)N (urea), CCO (EtOH). The solvent is Cl (HCl). Run at temperature 0 celsius. Product: N1C(NC(C=2CCCCC12)=O)=O (5,6,7,8-Tetrahydroquinazoline-2,4(1H,3H)-dione). Reaction SMILES: O=[C:2]1[CH2:7][CH2:6][CH2:5][CH2:4][CH:3]1[C:8]#[N:9].[NH2:10][C:11](N)=[O:12].CC[OH:16]>Cl>[NH:10]1[C:2]2[CH2:7][CH2:6][CH2:5][CH2:4][C:3]=2[C:8](=[O:16])[NH:9][C:11]1=[O:12]. Procedure details: A solution of 2-oxocyclohexanecarbonitrile (615 mg, 5.0 mmol) and urea (600 mg, 10.0 mmol) in 1.25 N HCl in EtOH (20 mL) was refluxed over night. After it was cooled down to 0° C., the precipitation was collected by filtration, washed with EtOH/H2O, and dried under vacuum overnight to give the product as a white solid. 1H NMR (400 MHz, CD3OD) δ1.67-1.80 (m, 4H), 2.25-2.29 (m, 2H), 2.38-2.42 (m, 2H). MS 167 (MH+). Reactants: BrCCCCCCl (1-bromo-5-chloropentane), C(CC(=O)C)(=O)OC (methyl acetoacetate), solution, C[O-].[Na+] (sodium methoxide). Solvent: CO (methanol), CO (methanol). Run at temperature 30 celsius, time 1 hour. Yields the product ClCCCCCC(C(=O)OC)C(C)=O (methyl 7-chloro-2-(1-oxoethyl)heptanoate). Isolated yield 102.7%. As a reaction SMILES: [C:1]([O:7][CH3:8])(=[O:6])[CH2:2][C:3]([CH3:5])=[O:4].C[O-].[Na+].Br[CH2:13][CH2:14][CH2:15][CH2:16][CH2:17][Cl:18]>CO>[Cl:18][CH2:17][CH2:16][CH2:15][CH2:14][CH2:13][CH:2]([C:3](=[O:4])[CH3:5])[C:1]([O:7][CH3:8])=[O:6] |f:1.2|. Reported procedure: A mixture of methyl acetoacetate [VI-2] (127.7 g, 1.1 mol) and methanol (200 g) is heated to 30° C. Thereto is added dropwise 28.1 % solution of sodium methoxide in methanol (192 g, 1.0 mol), and the mixture is stirred for 1 hour. Thereto is added 1-bromo-5-chloropentane [V-1] (155.5 g, 0.838 mol), and the mixture is reacted at 70° C. for 2 hours. After completion of the reaction, the reaction mixture is concentrated under reduced pressure, and thereto is added toluene (500 g). The precipitated ... Product: C(C)(=O)N1OCC(NC1C1=CC=CC=C1)=S (2-Acetyl-3-phenyl-tetrahydro-1,2,4-oxadiazine-5-thion). Isolated yield 52.9%. Reactants: C(C)(=O)NOCC(=S)N (alpha-(acetylaminooxy)-thioacetamide), C(C)(=O)[O-].[Na+] (sodium acetate), C(C1=CC=CC=C1)=O (benzaldehyde), S(O)(O)(=O)=O (sulfuric acid). Procedure details: 1.48 g (10 millimoles) of alpha-(acetylaminooxy)-thioacetamide are dissolved in a mixture of 10 ml of acetic acid and 1.3 ml of acetic anhydride, thereafter 1.3 ml (13 millimoles) of freshly distilled benzaldehyde and then 0.5 ml of concentrated sulfuric acid are added. The mixture is stirred for 3 hours at room temperature, then 2.8 g of crystalline sodium acetate are added, stirred for 10 minutes, thereafter the solvent is evaporated under vacuum. The residue is dissolved in 30 ml of ethyl ace... The solvent is C(C)(=O)O (acetic acid), C(C)(=O)OC(C)=O (acetic anhydride). RXN SMILES: [C:1]([NH:4][O:5][CH2:6][C:7]([NH2:9])=[S:8])(=[O:3])[CH3:2].[CH:10](=O)[C:11]1[CH:16]=[CH:15][CH:14]=[CH:13][CH:12]=1.S(=O)(=O)(O)O.C([O-])(=O)C.[Na+]>C(O)(=O)C.C(OC(=O)C)(=O)C>[C:1]([N:4]1[CH:10]([C:11]2[CH:16]=[CH:15][CH:14]=[CH:13][CH:12]=2)[NH:9][C:7](=[S:8])[CH2:6][O:5]1)(=[O:3])[CH3:2] |f:3.4|. Conditions: time 3 hour.